describe an organic reaction: reactants, conditions, products, and yield From a dataset of the Open Reaction Database (ORD), a public repository of structured organic reaction records. Reactants: COC(CC(C)=O)=O (3-oxo-butyric acid methyl ester), R3—(CH2)m—NH2, C1(CCCCC1)N (cyclohexylamine), BrCC(=O)C1=C(C=CC(=C1)C(F)(F)F)Cl (2-bromo-1-[2-chloro-5-(trifluoromethyl)-phenyl]-ethanone), C([C@H]1CCCO1)N ((R)-tetrahydrofurfurylamine). Yields the product C1(CCCCC1)NC(=O)C1=C(N(C(=C1)C1=C(C=CC(=C1)C(F)(F)F)Cl)C[C@@H]1OCCC1)C (5-(2-Chloro-5-trifluoromethyl-phenyl)-2-methyl-1-[(R)-1-(tetrahydro-furan-2-yl)methyl]-1H-pyrrole-3-carboxylic acid cyclohexylamide). RXN SMILES: C[O:2][C:3](=O)[CH2:4][C:5](=O)[CH3:6].Br[CH2:10][C:11]([C:13]1[CH:18]=[C:17]([C:19]([F:22])([F:21])[F:20])[CH:16]=[CH:15][C:14]=1[Cl:23])=O.[CH2:24]([NH2:30])[C@@H:25]1[O:29][CH2:28][CH2:27][CH2:26]1.[CH:31]1([NH2:37])[CH2:36][CH2:35][CH2:34][CH2:33][CH2:32]1>>[CH:31]1([NH:37][C:3]([C:4]2[CH:10]=[C:11]([C:13]3[CH:18]=[C:17]([C:19]([F:22])([F:21])[F:20])[CH:16]=[CH:15][C:14]=3[Cl:23])[N:30]([CH2:24][C@H:25]3[CH2:26][CH2:27][CH2:28][O:29]3)[C:5]=2[CH3:6])=[O:2])[CH2:36][CH2:35][CH2:34][CH2:33][CH2:32]1. Procedure: The title compound was synthesized in analogy to example 7, using 3-oxo-butyric acid methyl ester as compound of formula R, 2-bromo-1-[2-chloro-5-(trifluoromethyl)-phenyl]-ethanone as compound of formula S, (R)-tetrahydrofurfurylamine as R3—(CH2)m—NH2 and cyclohexylamine as R1R2NH, MS (ISP) 469.4 (M+H)+. Reactants: ClCCCBr, O=C([O-])[O-], COC(=O)c1ccc(O)c(OC)c1, CC(C)=O, CC#N, [K+], [K+]. The product is COC(=O)c1ccc(OCCCCl)c(OC)c1. RXN SMILES: [Br:14][CH2:15][CH2:16][CH2:17][Cl:18].[C:19](=[O:20])([O-:21])[O-:22].[CH3:1][O:2][C:3](=[O:4])[c:5]1[cH:6][cH:7][c:8]([OH:9])[c:10]([O:11][CH3:12])[cH:13]1.[CH3:25][C:26](=[O:27])[CH3:28].[CH3:29][C:30]#[N:31].[K+:23].[K+:24]>>[CH3:1][O:2][C:3](=[O:4])[c:5]1[cH:6][cH:7][c:8]([O:9][CH2:15][CH2:16][CH2:17][Cl:18])[c:10]([O:11][CH3:12])[cH:13]1. The reactants are N(=[N+]=[N-])[C@@H]1[C@@H](NC1=O)C(=O)OC (methyl cis-3-azido-4-oxoazetidine-2-carboxylate), C1(=CC=C(C=C1)S(=O)(=O)O)C (p-toluenesulfonic acid). The reagents and catalysts are [Pd] (Pd on carbon). Run in C(C)O (ethanol). The product is N[C@@H]1[C@@H](NC1=O)C(=O)OC (Methyl cis-3-Amino-4-oxoazetidine-2-carboxylate). Reaction SMILES: [N:1]([C@H:4]1[C:7](=[O:8])[NH:6][C@H:5]1[C:9]([O:11][CH3:12])=[O:10])=[N+]=[N-].C1(C)C=CC(S(O)(=O)=O)=CC=1>C(O)C.[Pd]>[NH2:1][C@H:4]1[C:7](=[O:8])[NH:6][C@H:5]1[C:9]([O:11][CH3:12])=[O:10]. Reported procedure: A solution of methyl cis-3-azido-4-oxoazetidine-2-carboxylate (8.5 g, 50 mmol) and an equivalent of p-toluenesulfonic acid in 200 ml of ethanol is hydrogenated for 3 hours over 1 g of 10% Pd on carbon at 40 psi. The solution is filtered and the filtrate is evaporated to title product or the tosylate salt which can be converted to the free base by standard methods. Starting materials: COC=1C=CC2=C(SC(=C2OC=2C=CC(=NC2)C=O)C2=CC=C(C=C2)OC)C1 (5-((6-methoxy-2-(4-methoxyphenyl)benzo[b]thiophen-3-yl)oxy)picolinaldehyde), C1(=CC=CC=C1)P(=CC(=O)OC)(C1=CC=CC=C1)C1=CC=CC=C1 (methyl 2-(triphenylphosphoranylidene)acetate), C(Cl)Cl (DCM). Run at time 18 hour. The product is COC=1C=CC2=C(SC(=C2OC=2C=CC(=NC2)/C=C/C(=O)OC)C2=CC=C(C=C2)OC)C1 ((E)-methyl 3-(5-((6-methoxy-2-(4-methoxyphenyl)benzo[b]thiophen-3-yl)oxy)pyridin-2-yl)acrylate). The yield is 32.0%. Reaction SMILES: [CH3:1][O:2][C:3]1[CH:4]=[CH:5][C:6]2[C:10]([O:11][C:12]3[CH:13]=[CH:14][C:15](C=O)=[N:16][CH:17]=3)=[C:9]([C:20]3[CH:25]=[CH:24][C:23]([O:26][CH3:27])=[CH:22][CH:21]=3)[S:8][C:7]=2[CH:28]=1.C1(P(C2C=CC=CC=2)(C2C=CC=CC=2)=[CH:36][C:37]([O:39][CH3:40])=[O:38])C=CC=CC=1.[CH2:53](Cl)Cl>>[CH3:1][O:2][C:3]1[CH:4]=[CH:5][C:6]2[C:10]([O:11][C:12]3[CH:13]=[CH:14][C:15](/[CH:53]=[CH:36]/[C:37]([O:39][CH3:40])=[O:38])=[N:16][CH:17]=3)=[C:9]([C:20]3[CH:25]=[CH:24][C:23]([O:26][CH3:27])=[CH:22][CH:21]=3)[S:8][C:7]=2[CH:28]=1. Procedure: To a solution of 5-((6-methoxy-2-(4-methoxyphenyl)benzo[b]thiophen-3-yl)oxy)picolinaldehyde (0.265 g, 0.68 mmol) in DCM (3.38 mL) at 0° C. was added methyl 2-(triphenylphosphoranylidene)acetate (0.543 g, 1.63 mmol) and the reaction was stirred at room temperature for 18 h. Upon completion the mixture was concentrated in vacuo to afford crude material which was purified by column chromatography (SiO2, 0-25% EtOAc/heptanes) to afford (E)-methyl 3-(5-((6-methoxy-2-(4-methoxyphenyl)benzo[b]thiophen-... The reactants are anhydride, C(=CCCCCCCCCCCCCCCCC)C1C(=O)OC(C1)=O (2-octadecenyl succinic anhydride), O (water), C(CCC(=O)O)(=O)O (succinic acid). Run at temperature 80 celsius. Product: C(=CCCCCCCCCCCCCCCCC)C(C(=O)O)CC(=O)O (2-octadecenyl succinic acid), lactone. Reaction SMILES: [CH:1]([CH:19]1[CH2:24][C:23](=[O:25])[O:22][C:20]1=[O:21])=[CH:2][CH2:3][CH2:4][CH2:5][CH2:6][CH2:7][CH2:8][CH2:9][CH2:10][CH2:11][CH2:12][CH2:13][CH2:14][CH2:15][CH2:16][CH2:17][CH3:18].O.C(O)(=O)CCC(O)=[O:31]>>[CH:1]([CH:19]([CH2:24][C:23]([OH:22])=[O:25])[C:20]([OH:31])=[O:21])=[CH:2][CH2:3][CH2:4][CH2:5][CH2:6][CH2:7][CH2:8][CH2:9][CH2:10][CH2:11][CH2:12][CH2:13][CH2:14][CH2:15][CH2:16][CH2:17][CH3:18]. Procedure details: This is lactonized-2-octadecenyl succinic acid which is prepared as follows: A half mole (175 g) of 2-octadecenyl succinic anhydride and 0.55 mole (10 g) of water were mixed and heated in a reaction flask for a half hour at 80° C. Infrared analysis showed that complete conversion of the anhydride to succinic acid had occurred. While stirring at 80° C., 0.5 g of concentration sulfuric acid was added, and the reaction temperature was increased to 130°-140° C. Heating at 140° C. for 1.5 hours compl... Reaction SMILES: [CH2:1]([CH:2]=[CH2:3])[c:4]1[cH:5][cH:6][c:7]([N:10]([c:11]2[cH:12][cH:13][cH:14][cH:15][cH:16]2)[c:17]2[cH:18][cH:19][cH:20][cH:21][cH:22]2)[cH:8][cH:9]1.[CH3:27][c:28]1[cH:29][cH:30][cH:31][cH:32][cH:33]1.[Cl:23][SiH:24]([Cl:25])[Cl:26].[Cl:34][CH2:35][Cl:36]>>[CH2:1]([CH2:2][CH2:3][Si:24]([Cl:23])([Cl:25])[Cl:26])[c:4]1[cH:5][cH:6][c:7]([N:10]([c:11]2[cH:12][cH:13][cH:14][cH:15][cH:16]2)[c:17]2[cH:18][cH:19][cH:20][cH:21][cH:22]2)[cH:8][cH:9]1. The reactants are C=CCc1ccc(N(c2ccccc2)c2ccccc2)cc1, Cc1ccccc1, Cl[SiH](Cl)Cl, ClCCl. Yields the product Cl[Si](Cl)(Cl)CCCc1ccc(N(c2ccccc2)c2ccccc2)cc1. The reactants are C(C)OC=1C=CC(=C(C1)CCC(=O)OCC)OCC1=CC=C(C=C1)OCC=1N=C(OC1C)C1=CC=CC=C1 (ethyl 3-[5-ethoxy-2-[4-[(5-methyl-2-phenyl-4-oxazolyl)methoxy]benzyloxy]phenyl]propionate), O1CCCC1 (tetrahydrofuran), [OH-].[Na+] (sodium hydroxide), Cl (Hydrochloric acid). The solvent is C(C)O (ethanol), O (water). Conditions: temperature 50 celsius, time 1 hour. Yields the product C(C)OC=1C=CC(=C(C1)CCC(=O)O)OCC1=CC=C(C=C1)OCC=1N=C(OC1C)C1=CC=CC=C1 (3-[5-ethoxy-2-[4-[(5-methyl-2-phenyl-4-oxazolyl)methoxy]benzyloxy]phenyl]propionic acid). Yield: 77.3%. RXN SMILES: [CH2:1]([O:3][C:4]1[CH:5]=[CH:6][C:7]([O:17][CH2:18][C:19]2[CH:24]=[CH:23][C:22]([O:25][CH2:26][C:27]3[N:28]=[C:29]([C:33]4[CH:38]=[CH:37][CH:36]=[CH:35][CH:34]=4)[O:30][C:31]=3[CH3:32])=[CH:21][CH:20]=2)=[C:8]([CH2:10][CH2:11][C:12]([O:14]CC)=[O:13])[CH:9]=1)[CH3:2].O1CCCC1.[OH-].[Na+].Cl>O.C(O)C>[CH2:1]([O:3][C:4]1[CH:5]=[CH:6][C:7]([O:17][CH2:18][C:19]2[CH:24]=[CH:23][C:22]([O:25][CH2:26][C:27]3[N:28]=[C:29]([C:33]4[CH:34]=[CH:35][CH:36]=[CH:37][CH:38]=4)[O:30][C:31]=3[CH3:32])=[CH:21][CH:20]=2)=[C:8]([CH2:10][CH2:11][C:12]([OH:14])=[O:13])[CH:9]=1)[CH3:2] |f:2.3|. Procedure: To a mixture of ethyl 3-[5-ethoxy-2-[4-[(5-methyl-2-phenyl-4-oxazolyl)methoxy]benzyloxy]phenyl]propionate (1.56 g), tetrahydrofuran (5 mL) and ethanol (5 mL) was added a 1N aqueous sodium hydroxide solution (6.0 mL), and the mixture was stirred at 50° C. for 1 hr. 1N Hydrochloric acid and water were added to acidify the reaction mixture, and the mixture was extracted with ethyl acetate. The organic layer was washed with saturated brine, dried over anhydrous magnesium sulfate and concentrated to ... Starting materials: O=C([O-])[O-], Clc1cncc(Cl)n1, [K+], [K+], COC(=O)c1cccc(C(C)N)c1, C1COCCO1. Product: COC(=O)c1cccc(C(C)Nc2cncc(Cl)n2)c1. Reaction SMILES: [C:22](=[O:23])([O-:24])[O-:25].[Cl:14][c:15]1[n:16][c:17]([Cl:21])[cH:18][n:19][cH:20]1.[K+:26].[K+:27].[NH2:1][CH:2]([CH3:3])[c:4]1[cH:5][c:6]([C:7](=[O:8])[O:9][CH3:10])[cH:11][cH:12][cH:13]1.[O:28]1[CH2:29][CH2:30][O:31][CH2:32][CH2:33]1>>[NH:1]([CH:2]([CH3:3])[c:4]1[cH:5][c:6]([C:7](=[O:8])[O:9][CH3:10])[cH:11][cH:12][cH:13]1)[c:17]1[n:16][c:15]([Cl:14])[cH:20][n:19][cH:18]1.